This data is from the Open Reaction Database (ORD), a public repository of structured organic reaction records. The task is: describe an organic reaction: reactants, conditions, products, and yield Reactants: C1CCOC1, O=C(OC1CCCC1)c1ccc(=O)n(C2CCCC2)n1, Cl, [Na+], [OH-], O. Yields the product O=C(O)c1ccc(=O)n(C2CCCC2)n1. Reaction SMILES: [CH2:24]1[O:25][CH2:26][CH2:27][CH2:28]1.[CH:1]1([O:6][C:7](=[O:8])[c:9]2[n:10][n:11]([CH:16]3[CH2:17][CH2:18][CH2:19][CH2:20]3)[c:12](=[O:15])[cH:13][cH:14]2)[CH2:2][CH2:3][CH2:4][CH2:5]1.[ClH:23].[Na+:22].[OH-:21].[OH2:29]>>[O:6]=[C:7]([OH:8])[c:9]1[n:10][n:11]([CH:16]2[CH2:17][CH2:18][CH2:19][CH2:20]2)[c:12](=[O:15])[cH:13][cH:14]1. The reactants are Cc1cc(Cl)nc(N)n1, Cl, [K+], CC(=O)c1cccc(N)c1, [OH-], O. The product is CC(=O)c1cccc(Nc2cc(C)nc(N)n2)c1. Reaction SMILES: [CH3:11][c:12]1[cH:13][c:14]([Cl:15])[n:16][c:17]([NH2:18])[n:19]1.[ClH:20].[K+:22].[NH2:1][c:2]1[cH:3][c:4]([C:8]([CH3:9])=[O:10])[cH:5][cH:6][cH:7]1.[OH-:21].[OH2:23]>>[NH:1]([c:2]1[cH:3][c:4]([C:8]([CH3:9])=[O:10])[cH:5][cH:6][cH:7]1)[c:14]1[cH:13][c:12]([CH3:11])[n:19][c:17]([NH2:18])[n:16]1.